This data is from the Open Reaction Database (ORD), a public repository of structured organic reaction records. The task is: describe an organic reaction: reactants, conditions, products, and yield The reactants are C(C)(=O)O[BH-](OC(C)=O)OC(C)=O.[Na+] (sodium triacetoxyborohydride), C(C1=CC=CC=C1)OC(=O)NC(C(=O)OCC)(CCCCB1OC(C(O1)(C)C)(C)C)C=O (ethyl 2-(benzyloxycarbonylamino)-2-formyl-6-(4,4,5,5-tetramethyl-1,3,2-dioxaborolan-2-yl)hexanoate), N1CCCCC1 (piperidine), C(C)(=O)O (acetic acid). Solvent: ClCCCl (1,2-dichloroethane). Reaction conditions: temperature 65 celsius, time 2 hour. The product is C(C1=CC=CC=C1)OC(=O)NC(C(=O)OCC)(CCCCB1OC(C(O1)(C)C)(C)C)CN1CCCCC1 (ethyl 2-(benzyloxycarbonylamino)-2-(piperidin-1-ylmethyl)-6-(4,4,5,5-tetramethyl-1,3,2-dioxaborolan-2-yl)hexanoate). Isolated yield 51.4%. Reaction SMILES: [CH2:1]([O:8][C:9]([NH:11][C:12]([CH:31]=O)([CH2:18][CH2:19][CH2:20][CH2:21][B:22]1[O:26][C:25]([CH3:28])([CH3:27])[C:24]([CH3:30])([CH3:29])[O:23]1)[C:13]([O:15][CH2:16][CH3:17])=[O:14])=[O:10])[C:2]1[CH:7]=[CH:6][CH:5]=[CH:4][CH:3]=1.[NH:33]1[CH2:38][CH2:37][CH2:36][CH2:35][CH2:34]1.C(O)(=O)C.C(O[BH-](OC(=O)C)OC(=O)C)(=O)C.[Na+]>ClCCCl>[CH2:1]([O:8][C:9]([NH:11][C:12]([CH2:31][N:33]1[CH2:38][CH2:37][CH2:36][CH2:35][CH2:34]1)([CH2:18][CH2:19][CH2:20][CH2:21][B:22]1[O:23][C:24]([CH3:30])([CH3:29])[C:25]([CH3:27])([CH3:28])[O:26]1)[C:13]([O:15][CH2:16][CH3:17])=[O:14])=[O:10])[C:2]1[CH:7]=[CH:6][CH:5]=[CH:4][CH:3]=1 |f:3.4|. Reported procedure: A solution of ethyl 2-(benzyloxycarbonylamino)-2-formyl-6-(4,4,5,5-tetramethyl-1,3,2-dioxaborolan-2-yl)hexanoate (0.503 g, 1.13 mmol), piperidine (0.39 mL, 4 mmol) and acetic acid (0.23 mL, 4 mmol) in 1,2-dichloroethane (20 mL) was stirred for 15 minutes then treated with sodium triacetoxyborohydride (0.85 g, 4 mmol). After stirring for 2 h at 65° C. the solution was cooled to room temperature and concentrated. The resulting residue was purified using a combiflash system (12 g silica gel column,... Reactants: C1(=CC=CC=C1)[C@H](C)NC=1CN(CCC1C(=O)OCC)C(=O)OC(C)(C)C ((S)-1-tert-butyl 4-ethyl 3-((1-phenylethyl)amino)-5,6-dihydropyridine-1,4 (2H)-dicarboxylate), [BH4-].[Na+].C(=O)(C(F)(F)F)O (NaBH4 TFA), [BH4-].[Na+] (NaBH4), C1CCOC1 (THF), C(=O)(C(F)(F)F)O (TFA). Run in C(C)#N (acetonitrile). Reaction conditions: temperature -45 celsius, time 1 hour. Product: C1(=CC=CC=C1)[C@H](C)N[C@H]1CN(CCC1C(=O)OCC)C(=O)OC(C)(C)C ((3R)-1-tert-butyl 4-ethyl 3-(((S)-1-phenylethyl)amino)piperidine-1,4-dicarboxylate). As a reaction SMILES: [BH4-].[Na+].C1COCC1.C(O)(C(F)(F)F)=O.[BH4-].[Na+].C(O)(C(F)(F)F)=O.[C:24]1([C@@H:30]([NH:32][C:33]2[CH2:34][N:35]([C:44]([O:46][C:47]([CH3:50])([CH3:49])[CH3:48])=[O:45])[CH2:36][CH2:37][C:38]=2[C:39]([O:41][CH2:42][CH3:43])=[O:40])[CH3:31])[CH:29]=[CH:28][CH:27]=[CH:26][CH:25]=1>C(#N)C>[C:24]1([C@@H:30]([NH:32][C@@H:33]2[CH:38]([C:39]([O:41][CH2:42][CH3:43])=[O:40])[CH2:37][CH2:36][N:35]([C:44]([O:46][C:47]([CH3:49])([CH3:48])[CH3:50])=[O:45])[CH2:34]2)[CH3:31])[CH:29]=[CH:28][CH:27]=[CH:26][CH:25]=1 |f:0.1,4.5.6|. Reported procedure: To a 100 L reactor charged with NaBH4 (1.16 kg, 30.5 mol, 2.0 equiv) and anhydrous THF (60 L) under nitrogen was added TFA (10.5 kg, 92 mol, 6.0 equiv) slowly over 30 min while maintaining temperature at 0˜5° C. The mixture was then cooled to −45° C. In a separation reactor, crude product 3-3 was dissolved in anhydrous acetonitrile (30 L), which was added slowly to the above solution of NaBH4/TFA while maintaining the internal temperature between −45˜−30° C. The mixture was stirred at −45° C. fo... The reactants are CC(C)(C)O, CC1CC(C#N)(c2cccc(Sc3ccc(-c4ccnn4C)c(F)c3)c2)CCO1, [K+], [OH-], O. The product is CC1CC(C(N)=O)(c2cccc(Sc3ccc(-c4ccnn4C)c(F)c3)c2)CCO1. Reaction SMILES: [C:32]([OH:33])([CH3:34])([CH3:35])[CH3:36].[F:1][c:2]1[cH:3][c:4]([S:14][c:15]2[cH:16][c:17]([C:21]3([C:28]#[N:29])[CH2:22][CH:23]([CH3:27])[O:24][CH2:25][CH2:26]3)[cH:18][cH:19][cH:20]2)[cH:5][cH:6][c:7]1-[c:8]1[cH:9][cH:10][n:11][n:12]1[CH3:13].[K+:31].[OH-:30].[OH2:37]>>[F:1][c:2]1[cH:3][c:4]([S:14][c:15]2[cH:16][c:17]([C:21]3([C:28]([NH2:29])=[O:30])[CH2:22][CH:23]([CH3:27])[O:24][CH2:25][CH2:26]3)[cH:18][cH:19][cH:20]2)[cH:5][cH:6][c:7]1-[c:8]1[cH:9][cH:10][n:11][n:12]1[CH3:13]. Reactants: Cc1ccc(S(=O)(=O)OCC2COc3c(Cl)cc(S(C)(=O)=O)cc3O2)cc1, CC(C)CN. The product is CC(C)CNCC1COc2c(Cl)cc(S(C)(=O)=O)cc2O1. As a reaction SMILES: [CH3:1][c:2]1[cH:3][cH:4][c:5]([S:6]([O:7][CH2:12][CH:13]2[CH2:14][O:15][c:16]3[c:17]([cH:19][c:20]([S:24](=[O:25])(=[O:26])[CH3:27])[cH:21][c:22]3[Cl:23])[O:18]2)(=[O:8])=[O:9])[cH:10][cH:11]1.[CH3:28][CH:29]([CH2:30][NH2:31])[CH3:32]>>[CH2:12]([CH:13]1[CH2:14][O:15][c:16]2[c:17]([cH:19][c:20]([S:24](=[O:25])(=[O:26])[CH3:27])[cH:21][c:22]2[Cl:23])[O:18]1)[NH:31][CH2:30][CH:29]([CH3:28])[CH3:32].